Dataset: the Open Reaction Database (ORD), a public repository of structured organic reaction records. Task: describe an organic reaction: reactants, conditions, products, and yield The reactants are COc1ccc(CC(OC(C)C)C(=O)[O-])cc1CBr, Cc1sc(-c2ccccc2)nc1CO, Cl, [H-], [Na+], [Na+], C1CCOC1, [OH-]. Product: COc1ccc(CC(OC(C)C)C(=O)O)cc1COCc1nc(-c2ccccc2)sc1C. As a reaction SMILES: [Br:3][CH2:4][c:5]1[cH:6][c:7]([CH2:13][CH:14]([C:15](=[O:16])[O-:17])[O:18][CH:19]([CH3:20])[CH3:21])[cH:8][cH:9][c:10]1[O:11][CH3:12].[CH3:22][c:23]1[c:24]([CH2:34][OH:35])[n:25][c:26](-[c:28]2[cH:29][cH:30][cH:31][cH:32][cH:33]2)[s:27]1.[ClH:38].[H-:1].[Na+:2].[Na+:37].[O:39]1[CH2:40][CH2:41][CH2:42][CH2:43]1.[OH-:36]>>[CH2:4]([c:5]1[cH:6][c:7]([CH2:13][CH:14]([C:15](=[O:16])[OH:17])[O:18][CH:19]([CH3:20])[CH3:21])[cH:8][cH:9][c:10]1[O:11][CH3:12])[O:35][CH2:34][c:24]1[c:23]([CH3:22])[s:27][c:26](-[c:28]2[cH:29][cH:30][cH:31][cH:32][cH:33]2)[n:25]1. Starting materials: FC1=CC=C(CO)C=C1 (4-fluorobenzyl alcohol), [H-].[Na+] (sodium hydride), CS(=O)(=O)O[C@@H]1C[C@@H]2N(CCN(C2)C2=NC=C(C=N2)F)C1 ((7R,8aS)-7-methanesulfonyloxy-2-(5-fluoropyrimidin-2-yl)-1,2,3,4,6,7,8,8a-octahydro-pyrrolo[1,2-a]pyrazine). Solvent: CN(C)C=O (DMF), CN(C)C=O (DMF), O (water). Conditions: temperature 50 celsius, time 30 minute. Yields the product FC1=CC=C(CO[C@H]2C[C@@H]3N(CCN(C3)C3=NC=C(C=N3)F)C2)C=C1 ((7S,8aS)-7-(4-Fluorobenzyl)oxy -2-(5-fluoropyrimidin-2-yl)-1,2,3,4,6,7,8,8a-octahydro-pyrrolo[1,2-a]pyrazine). Isolated yield 19.8%. As a reaction SMILES: [F:1][C:2]1[CH:9]=[CH:8][C:5]([CH2:6][OH:7])=[CH:4][CH:3]=1.[H-].[Na+].CS(O[C@H:17]1[CH2:32][N:20]2[CH2:21][CH2:22][N:23]([C:25]3[N:30]=[CH:29][C:28]([F:31])=[CH:27][N:26]=3)[CH2:24][C@@H:19]2[CH2:18]1)(=O)=O>CN(C=O)C.O>[F:1][C:2]1[CH:9]=[CH:8][C:5]([CH2:6][O:7][C@@H:17]2[CH2:32][N:20]3[CH2:21][CH2:22][N:23]([C:25]4[N:26]=[CH:27][C:28]([F:31])=[CH:29][N:30]=4)[CH2:24][C@@H:19]3[CH2:18]2)=[CH:4][CH:3]=1 |f:1.2|. Procedure: A solution of 1.15 mL (10.2 mmol) of 4-fluorobenzyl alcohol in 35 mL of dry DMF was treated with 0.48 g (12 mmol) of sodium hydride (60% oil dispersion), and the mixture was stirred at 50° C. for 30 min. A solution of 1.15 g (3.64 mmol) of (7R,8aS)-7-methanesulfonyloxy-2-(5-fluoropyrimidin-2-yl)-1,2,3,4,6,7,8,8a-octahydro-pyrrolo[1,2-a]pyrazine (Preparation 7) in 35 mL of dry DMF was added and the solution stirred at 100° C. for 18 h. The solution was cooled, diluted with water, and extracted wi...